From a dataset of the Open Reaction Database (ORD), a public repository of structured organic reaction records. describe an organic reaction: reactants, conditions, products, and yield The yield is 103.7%. Solvent: O1CCOCC1 (1,4-dioxane), O (water), O (water), C(C)(=O)OCC (Ethyl acetate). Reported procedure: A mixture of 0.37 g of 2-ethylsulfanylphenylboronic acid pinacol ester, 0.46 g of 6-iodo-3-methyl-2-trifluoromethyl-3H-imidazo[4,5-b]pyridine, 0.03 g of tris(dibenzylideneacetone)dipalladium(0), 0.08 g of 2-dicyclohexylphosphino-2′,4′,6′-triisopropylphenyl, 0.74 g of tripotassiurn phosphate, 0.1 ml of water and 10 ml of 1,4-dioxane was stirred at 100° C. for 4 hours. Ethyl acetate and water were added to the cooled reaction mixture, and the mixture was filtered. The filtrate was extracted with e... Reactants: C(C)SC1=C(C=CC=C1)B1OC(C)(C)C(C)(C)O1 (2-ethylsulfanylphenylboronic acid pinacol ester), IC=1C=C2C(=NC1)N(C(=N2)C(F)(F)F)C (6-iodo-3-methyl-2-trifluoromethyl-3H-imidazo[4,5-b]pyridine), P(=O)([O-])([O-])[O-].[K+].[K+].[K+] (tripotassiurn phosphate). As a reaction SMILES: [CH2:1]([S:3][C:4]1[CH:9]=[CH:8][CH:7]=[CH:6][C:5]=1B1OC(C)(C)C(C)(C)O1)[CH3:2].I[C:20]1[CH:21]=[C:22]2[N:28]=[C:27]([C:29]([F:32])([F:31])[F:30])[N:26]([CH3:33])[C:23]2=[N:24][CH:25]=1.P([O-])([O-])([O-])=O.[K+].[K+].[K+]>C1C=CC(/C=C/C(/C=C/C2C=CC=CC=2)=O)=CC=1.C1C=CC(/C=C/C(/C=C/C2C=CC=CC=2)=O)=CC=1.C1C=CC(/C=C/C(/C=C/C2C=CC=CC=2)=O)=CC=1.[Pd].[Pd].O.C(OCC)(=O)C.O1CCOCC1>[CH2:1]([S:3][C:4]1[CH:9]=[CH:8][CH:7]=[CH:6][C:5]=1[C:20]1[CH:21]=[C:22]2[N:28]=[C:27]([C:29]([F:32])([F:31])[F:30])[N:26]([CH3:33])[C:23]2=[N:24][CH:25]=1)[CH3:2] |f:2.3.4.5,6.7.8.9.10|. Reagents/catalysts: C=1C=CC(=CC1)/C=C/C(=O)/C=C/C2=CC=CC=C2.C=1C=CC(=CC1)/C=C/C(=O)/C=C/C2=CC=CC=C2.C=1C=CC(=CC1)/C=C/C(=O)/C=C/C2=CC=CC=C2.[Pd].[Pd] (tris(dibenzylideneacetone)dipalladium(0)). Run at temperature 100 celsius, time 4 hour. Yields the product C(C)SC1=C(C=CC=C1)C=1C=C2C(=NC1)N(C(=N2)C(F)(F)F)C (6-(2-ethylsulfanylphenyl)-3-methyl-2-trifluoromethyl-3H-imidazo[4,5-b]pyridine). Reactants: CC(Cl)c1cccnc1, OC6=C(C7=CC=NO7)C=C(F)C=C6. The reagents and catalysts are O=C([O-])[O-].[Cs+].[Cs+] (cesium carbonate), [I-].[K+] (potassium iodide). Solvent: CN(C)C=O (DMF), CN(C)C=O (dmf), CN(C)C=O (DMF). Reaction conditions: temperature 70 celsius, time 16 hour. The product is FC%10=CC(C%11=CC=NO%11)=C(C=C%10)OC(C)C%12=CC=CN=C%12. Starting materials: OC(C#CC(=O)C1=CC=C(C=C1)SC)(CC)C (4-hydroxy-4-methyl-1-{4-(methylthio)phenyl}-2-hexyn-1-one), C(C)O (ethanol), C(C)O (ethanol), C(C)NCC (diethylamine). Conditions: time 4 hour. The product is C(C)C1(OC(=CC1=O)C1=CC=C(C=C1)SC)C (2-ethyl-2-methyl-5-{4-(methylthio)phenyl}-3(2H)-furanone). As a reaction SMILES: O[C:2]([CH3:17])([CH2:15][CH3:16])[C:3]#[C:4][C:5]([C:7]1[CH:12]=[CH:11][C:10]([S:13][CH3:14])=[CH:9][CH:8]=1)=[O:6].C(NCC)C.C([OH:25])C>>[CH2:15]([C:2]1([CH3:17])[C:3](=[O:25])[CH:4]=[C:5]([C:7]2[CH:12]=[CH:11][C:10]([S:13][CH3:14])=[CH:9][CH:8]=2)[O:6]1)[CH3:16]. Procedure details: 5.34 g of 4-hydroxy-4-methyl-1-{4-(methylthio)phenyl}-2-hexyn-1-one was dissolved in 200 ml ethanol, added dropwise 3 ml diethylamine diluted with 50 ml ethanol. The reaction solution was stirred at room temperature for 4 hours, and the solvent was removed in vacuo. The resulting residue was extracted with water and dichloromethane (100 ml×3). Concentration of the organic layer afforded crude 2-ethyl-2-methyl-5-{4-(methylthio)phenyl}-3(2H)-furanone, which was used in the next step without furthe... Reaction SMILES: [CH3:29][N:30]([CH3:31])[c:32]1[cH:33][cH:34][n:35][cH:36][cH:37]1.[Cl:13][c:14]1[cH:15][cH:16][n:17][c:18]2[cH:19][c:20]([O:26][CH3:27])[c:21]([O:24][CH3:25])[cH:22][c:23]12.[Cl:38][c:39]1[cH:40][cH:41][cH:42][cH:43][c:44]1[Cl:45].[OH2:28].[OH:1][c:2]1[n:3][c:4]2[cH:5][cH:6][cH:7][cH:8][c:9]2[cH:10][c:11]1[OH:12]>>[OH:1][c:2]1[n:3][c:4]2[cH:5][cH:6][cH:7][cH:8][c:9]2[cH:10][c:11]1[O:12][c:14]1[cH:15][cH:16][n:17][c:18]2[cH:19][c:20]([O:26][CH3:27])[c:21]([O:24][CH3:25])[cH:22][c:23]12. Yields the product COc1cc2nccc(Oc3cc4ccccc4nc3O)c2cc1OC. Starting materials: CN(C)c1ccncc1, COc1cc2nccc(Cl)c2cc1OC, Clc1ccccc1Cl, O, Oc1cc2ccccc2nc1O. The reactants are CS(=O)(=O)OCCCC#CC1=CC=C(C=C1)C#N (5-(4-cyanophenyl)-4-pentynyl methanesulfonate), [N-]=[N+]=[N-].[Na+] (NaN3). Run in O (water), CN(C=O)C (dimethylformamide). Reaction conditions: time 18 hour. Product: C(#N)C1=CC=C(C=C1)C#CCCCN=[N+]=[N-] (1-(4-cyanophenyl)-5-azido-1-pentyne). Yield: 100.0%. RXN SMILES: CS(O[CH2:6][CH2:7][CH2:8][C:9]#[C:10][C:11]1[CH:16]=[CH:15][C:14]([C:17]#[N:18])=[CH:13][CH:12]=1)(=O)=O.[N-:19]=[N+:20]=[N-:21].[Na+]>CN(C)C=O.O>[C:17]([C:14]1[CH:15]=[CH:16][C:11]([C:10]#[C:9][CH2:8][CH2:7][CH2:6][N:19]=[N+:20]=[N-:21])=[CH:12][CH:13]=1)#[N:18] |f:1.2|. Reported procedure: To a solution of the product of step B (13.40 g, 50.9 mmol) in dimethylformamide (35 mL) was added NaN3 (16.5 g, 255 mmol). The reaction was stirred at room temperature for 18 hours then at 60° C. for 2 hours, cooled to room temperature, diluted with water (400 mL) and extracted with ethyl acetate. The organic layer was washed with water (2×) then with brine and dried (Na2SO4). Evaporation under reduced pressure afforded 10.70 g (100%) of product as a tan oil. Starting materials: CC1=C(C(=CC=C1)C)NC#N (2,6-dimethylphenyl-cyanamide), ClCC(=O)NC1=C(C=CC=C1C)C (N-chloroacetyl-2,6-dimethyl-aniline), CC1=C(C(=CC=C1)C)NC(=S)N (1-(2',6'-dimethylphenyl)-thiourea), CC(C)([O-])C.[K+] (potassium tert.-butoxide). The solvent is CN(C=O)C (dimethylformamide), O (water). Run at time 0.5 hour. Yields the product Cl.CC1=C(C(=CC=C1)C)N1C(N(C(C1)=O)C1=C(C=CC=C1C)C)=N (1,3-bis(2',6'-dimethylphenyl)-2-imino-4-oxo-imidazolidine hydrochloride). The yield is 12.5%. RXN SMILES: CC1C=CC=C(C)C=1NC#N.[CH3:12][C:13]1[CH:18]=[CH:17][CH:16]=[C:15]([CH3:19])[C:14]=1[NH:20][C:21]([NH2:23])=S.CC(C)([O-])C.[K+].[Cl:30][CH2:31][C:32]([NH:34][C:35]1[C:40]([CH3:41])=[CH:39][CH:38]=[CH:37][C:36]=1[CH3:42])=[O:33]>CN(C)C=O.O>[ClH:30].[CH3:12][C:13]1[CH:18]=[CH:17][CH:16]=[C:15]([CH3:19])[C:14]=1[N:20]1[CH2:31][C:32](=[O:33])[N:34]([C:35]2[C:40]([CH3:41])=[CH:39][CH:38]=[CH:37][C:36]=2[CH3:42])[C:21]1=[NH:23] |f:2.3,7.8|. Procedure details: 6.3 g (0.0443 moles) of 2,6-dimethylphenyl-cyanamide [m.p.: 120°-122° C.; prepared from 1-(2',6'-dimethylphenyl)-thiourea according to the method of Rathke (Ber. 12, 773 /1879/; Beilstein's Handbuch der organischen Chemie 12 H, 368 /1929/)] are dissolved in 100 ml of dry dimethylformamide, 4.8 g (0.0048 moles) of potassium tert.-butoxide are added, and the mixture is stirred at room temperature for 0.5 hours. Thereafter 8.7 g (0.0443 moles) of N-chloroacetyl-2,6-dimethyl-aniline (m.p.: 145°-146°...